Dataset: the Open Reaction Database (ORD), a public repository of structured organic reaction records. Task: describe an organic reaction: reactants, conditions, products, and yield The reactants are C(CCCCC)C(C=O)=CC1=CC=CC=C1 (α-hexyl-cinnamaldehyde). Reagents/catalysts: [Zn] (zinc). Run in C(C)(=O)O (acetic acid). The product is C(CCCCC)C(=CC1=CC=CC=C1)C(C(C(=CC1=CC=CC=C1)CCCCCC)O)O (2,5-dihexyl-1,6-diphenyl-1,5-hexadiene-3,4-diol). Reaction SMILES: [CH2:1]([C:7](=[CH:10][C:11]1[CH:16]=[CH:15][CH:14]=[CH:13][CH:12]=1)[CH:8]=[O:9])[CH2:2][CH2:3][CH2:4][CH2:5][CH3:6]>[Zn].C(O)(=O)C>[CH2:1]([C:7]([CH:8]([OH:9])[CH:8]([OH:9])[C:7]([CH2:1][CH2:2][CH2:3][CH2:4][CH2:5][CH3:6])=[CH:10][C:11]1[CH:12]=[CH:13][CH:14]=[CH:15][CH:16]=1)=[CH:10][C:11]1[CH:16]=[CH:15][CH:14]=[CH:13][CH:12]=1)[CH2:2][CH2:3][CH2:4][CH2:5][CH3:6]. Procedure: In a fashion similar to that described in Example 1, α-hexyl-cinnamaldehyde was treated with zinc and acetic acid to provide 2,5-dihexyl-1,6-diphenyl-1,5-hexadiene-3,4-diol. The reactants are CCOC(=O)CCCCc1c(C)nn2c(CC)ccc2c1-c1cncc(Br)c1, CN1CCCC1=O, N#C[Cu]. Yields the product CCOC(=O)CCCCc1c(C)nn2c(CC)ccc2c1-c1cncc(C#N)c1. Reaction SMILES: [Br:1][c:2]1[cH:3][c:4](-[c:8]2[c:9]3[n:10]([n:11][c:12]([CH3:23])[c:13]2[CH2:14][CH2:15][CH2:16][CH2:17][C:18](=[O:19])[O:20][CH2:21][CH3:22])[c:24]([CH2:27][CH3:28])[cH:25][cH:26]3)[cH:5][n:6][cH:7]1.[CH3:32][N:33]1[CH2:34][CH2:35][CH2:36][C:37]1=[O:38].[Cu:29][C:30]#[N:31]>>[c:2]1([C:30]#[N:31])[cH:3][c:4](-[c:8]2[c:9]3[n:10]([n:11][c:12]([CH3:23])[c:13]2[CH2:14][CH2:15][CH2:16][CH2:17][C:18](=[O:19])[O:20][CH2:21][CH3:22])[c:24]([CH2:27][CH3:28])[cH:25][cH:26]3)[cH:5][n:6][cH:7]1.